Dataset: the Open Reaction Database (ORD), a public repository of structured organic reaction records. Task: describe an organic reaction: reactants, conditions, products, and yield The reactants are CS(=O)(=O)Cl (methanesulfonyl chloride), NC1=C(C=2C(=NSN2)C=C1C(=O)O)Cl (6-amino-7-chloro-benzo[1,2,5]thiadiazole-5-carboxylic acid), N1=CC=CC=C1 (pyridine), ClC=1C(=NC=CC1)N1N=C(C=C1C(=O)O)C(F)(F)F (2-(3-chloro-pyridin-2-yl)-5-trifluoromethyl-2H-pyrazole-3-carboxylic acid). Solvent: C(C)#N (acetonitrile). Reaction conditions: time 30 minute. Yields the product ClC=1C=2C(C=C3C(OC(=NC13)C=1N(N=C(C1)C(F)(F)F)C1=NC=CC=C1Cl)=O)=NSN2 (4-chloro-6-[2-(3-chloro-pyridin-2-yl)-5-trifluoromethyl-2H-pyrazol-3-yl]-7-oxa-2-thia-1,3,5-triaza-cyclopenta[b]naphthalen-8-one). Yield: 92.4%. RXN SMILES: [NH2:1][C:2]1[C:10]([C:11]([OH:13])=[O:12])=[CH:9][C:5]2=[N:6][S:7][N:8]=[C:4]2[C:3]=1[Cl:14].[Cl:15][C:16]1[C:17]([N:22]2[C:26]([C:27](O)=O)=[CH:25][C:24]([C:30]([F:33])([F:32])[F:31])=[N:23]2)=[N:18][CH:19]=[CH:20][CH:21]=1.N1C=CC=CC=1.CS(Cl)(=O)=O>C(#N)C>[Cl:14][C:3]1[C:4]2[C:5](=[N:6][S:7][N:8]=2)[CH:9]=[C:10]2[C:2]=1[N:1]=[C:27]([C:26]1[N:22]([C:17]3[C:16]([Cl:15])=[CH:21][CH:20]=[CH:19][N:18]=3)[N:23]=[C:24]([C:30]([F:33])([F:31])[F:32])[CH:25]=1)[O:12][C:11]2=[O:13]. Procedure: To a suspension of 300 mg (1.31 mmol) of 6-amino-7-chloro-benzo[1,2,5]thiadiazole-5-carboxylic acid in 12 ml of acetonitrile, is added 381 mg (1.31 mmol) of 2-(3-chloro-pyridin-2-yl)-5-trifluoromethyl-2H-pyrazole-3-carboxylic acid followed by 0.47 ml (5.88 mmol) of pyridine. The mixture is stirred at ambient temperature during 30 min. Then the suspension is cooled at a temperature of 0° C. and 0.36 ml (4.57 mmol) of methanesulfonyl chloride is added dropwise. The mixture is stirred at a temperat...